Dataset: the Open Reaction Database (ORD), a public repository of structured organic reaction records. Task: describe an organic reaction: reactants, conditions, products, and yield The reactants are BrC1=NC=CC=C1 (2-bromopyridine), BrC=1C=CC(=C(C1)C=1NC(C2=C(N1)C(=NN2C)CCC)=O)OCC (5-(5-bromo-2-ethoxyphenyl)-1-methyl-3-n-propyl-1,6-dihydro-7H-pyrazolo[4,3-d]pyrimidin-7-one). Yields the product C(C)OC1=C(C=C(C=C1)C1=NC=CC=C1)C=1NC(C2=C(N1)C(=NN2C)CCC)=O (2-Ethoxy-5-(2-pyridyl)phenyl-1-methyl-3-n-propyl-1,6-dihydro-7H-pyrazolo[4,3-d]pyrimidin-7-one), solid. Yield: 33.0%. Reaction SMILES: Br[C:2]1[CH:7]=[CH:6][CH:5]=[CH:4][N:3]=1.Br[C:9]1[CH:10]=[CH:11][C:12]([O:29][CH2:30][CH3:31])=[C:13]([C:15]2[NH:16][C:17](=[O:28])[C:18]3[N:23]([CH3:24])[N:22]=[C:21]([CH2:25][CH2:26][CH3:27])[C:19]=3[N:20]=2)[CH:14]=1>>[CH2:30]([O:29][C:12]1[CH:11]=[CH:10][C:9]([C:2]2[CH:7]=[CH:6][CH:5]=[CH:4][N:3]=2)=[CH:14][C:13]=1[C:15]1[NH:16][C:17](=[O:28])[C:18]2[N:23]([CH3:24])[N:22]=[C:21]([CH2:25][CH2:26][CH3:27])[C:19]=2[N:20]=1)[CH3:31]. Procedure details: The title compound was prepared from 2-bromopyridine and 5-(5-bromo-2-ethoxyphenyl)-1-methyl-3-n-propyl-1,6-dihydro-7H-pyrazolo[4,3-d]pyrimidin-7-one, following the procedure described in Example 32, and was obtained as an off-white solid (33%), m.p. 216°-218° C. Found: C,67.71; H,5.81; N,17.63. C22H23N5O2 requires C,67.85; H,5.95; N,17.98%. Starting materials: suspension, [H-].[Na+] (sodium hydride), oil, C1(=CC=CC=C1)C(N1C=NC2=C1CCC(C2)CO)(C2=CC=CC=C2)C2=CC=CC=C2 ((1-(triphenylmethyl)-4,5,6,7-tetrahydro-1H-benzimidazol-5-yl)-methanol), C1(=CC=CC=C1)C(N1C=NC2=C1CC(CC2)CO)(C2=CC=CC=C2)C2=CC=CC=C2 ((3-(triphenylmethyl)-4,5,6,7-tetrahydro-3H-benzimidazol-5-yl)methanol), O(C1=CC=CC=C1)C1=C(CBr)C=CC=C1 (2-phenoxybenzyl bromide). The reagents and catalysts are [I-].C(CCC)[N+](CCCC)(CCCC)CCCC (tetrabutylammonium iodide). Run in C1CCOC1 (THF), O (Water), C1CCOC1 (THF). Reaction conditions: time 16 hour. The product is O(C1=CC=CC=C1)C1=C(COCC2CC3=C(N(C=N3)C(C3=CC=CC=C3)(C3=CC=CC=C3)C3=CC=CC=C3)CC2)C=CC=C1 (5-((2-phenoxybenzyloxy)methyl)-1-triphenylmethyl-4,5,6,7-tetrahydro-1H-benzimidazole). As a reaction SMILES: [H-].[Na+].[C:3]1([C:9]([C:27]2[CH:32]=[CH:31][CH:30]=[CH:29][CH:28]=2)([C:21]2[CH:26]=[CH:25][CH:24]=[CH:23][CH:22]=2)[N:10]2[C:14]3[CH2:15][CH2:16][CH:17]([CH2:19][OH:20])[CH2:18][C:13]=3[N:12]=[CH:11]2)[CH:8]=[CH:7][CH:6]=[CH:5][CH:4]=1.C1(C(C2C=CC=CC=2)(C2C=CC=CC=2)N2C3CC(CO)CCC=3N=C2)C=CC=CC=1.[O:63]([C:70]1[CH:77]=[CH:76][CH:75]=[CH:74][C:71]=1[CH2:72]Br)[C:64]1[CH:69]=[CH:68][CH:67]=[CH:66][CH:65]=1>C1COCC1.[I-].C([N+](CCCC)(CCCC)CCCC)CCC.O>[O:63]([C:70]1[CH:77]=[CH:76][CH:75]=[CH:74][C:71]=1[CH2:72][O:20][CH2:19][CH:17]1[CH2:16][CH2:15][C:14]2[N:10]([C:9]([C:3]3[CH:8]=[CH:7][CH:6]=[CH:5][CH:4]=3)([C:21]3[CH:22]=[CH:23][CH:24]=[CH:25][CH:26]=3)[C:27]3[CH:32]=[CH:31][CH:30]=[CH:29][CH:28]=3)[CH:11]=[N:12][C:13]=2[CH2:18]1)[C:64]1[CH:65]=[CH:66][CH:67]=[CH:68][CH:69]=1 |f:0.1,6.7|. Procedure details: A 60% suspension of sodium hydride in mineral oil (4.1 g, 101 mmol) was added to a solution of a mixture of (1-(triphenylmethyl)-4,5,6,7-tetrahydro-1H-benzimidazol-5-yl)-methanol and (3-(triphenylmethyl)-4,5,6,7-tetrahydro-3H-benzimidazol-5-yl)methanol (2.0 g, 5.1 mmol) in THF (8 ml). When the reaction had ceased tetrabutylammonium iodide (0.10 g, 0.25 mmol) and a solution of 2-phenoxybenzyl bromide (1.5 g, 5.6 mmol) in THF (5 ml) were added successively. The reaction mixture was stirred for 16 ... Starting materials: CCOC(C)=O, CCOC(=O)C1CCOc2cc(Oc3ccc(C(=O)NCCc4ccc(OC)cc4OC)cc3)c(Cl)cc21, Cl, [Na+], [OH-]. Product: COc1ccc(CCNC(=O)c2ccc(Oc3cc4c(cc3Cl)C(C(=O)O)CCO4)cc2)c(OC)c1. RXN SMILES: [CH3:42][CH2:43][O:44][C:45](=[O:46])[CH3:47].[Cl:1][c:2]1[cH:3][c:4]2[c:9]([cH:10][c:11]1[O:12][c:13]1[cH:14][cH:15][c:16]([C:19]([NH:20][CH2:21][CH2:22][c:23]3[c:24]([O:31][CH3:32])[cH:25][c:26]([O:29][CH3:30])[cH:27][cH:28]3)=[O:33])[cH:17][cH:18]1)[O:8][CH2:7][CH2:6][CH:5]2[C:34](=[O:35])[O:36][CH2:37][CH3:38].[ClH:41].[Na+:40].[OH-:39]>>[Cl:1][c:2]1[cH:3][c:4]2[c:9]([cH:10][c:11]1[O:12][c:13]1[cH:14][cH:15][c:16]([C:19]([NH:20][CH2:21][CH2:22][c:23]3[c:24]([O:31][CH3:32])[cH:25][c:26]([O:29][CH3:30])[cH:27][cH:28]3)=[O:33])[cH:17][cH:18]1)[O:8][CH2:7][CH2:6][CH:5]2[C:34](=[O:35])[OH:36]. The reactants are ClC=1C=C(C=CC1Cl)S(=O)(=O)N(C)C1=C(C(=O)OC)C=CC=C1 (Methyl 2-(3,4-dichloro-N-methylphenylsulfonamido)benzoate), CO.O1CCOCC1 (methanol dioxane), [OH-].[Na+] (NaOH). Reaction conditions: time 8 hour. Product: ClC=1C=C(C=CC1Cl)S(=O)(=O)N(C)C1=C(C(=O)O)C=CC=C1 (2-(3,4-Dichloro-N-methylphenylsulfonamido)benzoic acid). Reaction SMILES: [Cl:1][C:2]1[CH:3]=[C:4]([S:9]([N:12]([C:14]2[CH:23]=[CH:22][CH:21]=[CH:20][C:15]=2[C:16]([O:18]C)=[O:17])[CH3:13])(=[O:11])=[O:10])[CH:5]=[CH:6][C:7]=1[Cl:8].CO.O1CCOCC1.[OH-].[Na+]>>[Cl:1][C:2]1[CH:3]=[C:4]([S:9]([N:12]([C:14]2[CH:23]=[CH:22][CH:21]=[CH:20][C:15]=2[C:16]([OH:18])=[O:17])[CH3:13])(=[O:10])=[O:11])[CH:5]=[CH:6][C:7]=1[Cl:8] |f:1.2,3.4|. Procedure: Methyl 2-(3,4-dichloro-N-methylphenylsulfonamido)benzoate (21.0 g, 56.1 mmol) was dissolved in a mixture of methanol/dioxane/4 M NaOH (15/4/1, 420 ml, 84 mmol NaOH, 1.5 eq.), and further 4 M NaOH (63 ml, 252 mmol, 4.5 eq.) was added. The solution was stirred overnight at room temperature and then concentrated using a rotary evaporator. Ethyl acetate (800 ml) was added to the residue, and the mixture was washed with 0.5 M KHSO4 (1000 ml). The aqueous phase was then extracted three times with ethy... Reactants: [Br-], CC(=O)c1cccc(CN(Cc2ccc(C(C)(C)C)cc2)C2CC2)c1, [Li]CCCC, C[P+](c1ccccc1)(c1ccccc1)c1ccccc1, CCCCCC. As a reaction SMILES: [Br-:37].[C:12]([CH3:13])([CH3:14])([CH3:15])[c:16]1[cH:17][cH:18][c:19]([CH2:20][N:21]([CH:22]2[CH2:23][CH2:24]2)[CH2:25][c:26]2[cH:27][c:28]([C:32]([CH3:33])=[O:34])[cH:29][cH:30][cH:31]2)[cH:35][cH:36]1.[CH2:1]([Li:2])[CH2:3][CH2:4][CH3:5].[CH3:38][P+:39]([c:40]1[cH:41][cH:42][cH:43][cH:44][cH:45]1)([c:46]1[cH:47][cH:48][cH:49][cH:50][cH:51]1)[c:52]1[cH:53][cH:54][cH:55][cH:56][cH:57]1.[CH3:6][CH2:7][CH2:8][CH2:9][CH2:10][CH3:11]>>[CH3:1][C:32]([c:28]1[cH:27][c:26]([CH2:25][N:21]([CH2:20][c:19]2[cH:18][cH:17][c:16]([C:12]([CH3:13])([CH3:14])[CH3:15])[cH:36][cH:35]2)[CH:22]2[CH2:23][CH2:24]2)[cH:31][cH:30][cH:29]1)=[CH2:33]. Yields the product C=C(C)c1cccc(CN(Cc2ccc(C(C)(C)C)cc2)C2CC2)c1. Reactants: C(C)(=O)C1=NN(C(C1)=O)C1=CC=C(C=C1)S(=O)(=O)N (4-(3-acetyl-5-oxo-2-pyrazolin-1-yl)benzene sulfonamide), FeCl3, C(C)(=O)O (acetic acid). Run at time 2 hour. Yields the product CC=1C(C(C(N(N1)C1=CC=C(C=C1)S(=O)(=O)N)=O)=O)=O (4-(6-methyl-3.4,5-trioxo-2H,3H,4H,5H-pyridazinyl)benzene sulfonamide). Reaction SMILES: [C:1]([C:4]1[CH2:8][C:7](=[O:9])[N:6]([C:10]2[CH:15]=[CH:14][C:13]([S:16]([NH2:19])(=[O:18])=[O:17])=[CH:12][CH:11]=2)[N:5]=1)(=[O:3])[CH3:2].C(O)(=[O:22])C>>[CH3:8][C:4]1[C:1](=[O:3])[C:2](=[O:22])[C:7](=[O:9])[N:6]([C:10]2[CH:11]=[CH:12][C:13]([S:16]([NH2:19])(=[O:17])=[O:18])=[CH:14][CH:15]=2)[N:5]=1. Procedure: To a suspension of 1.5 g. (4.09 mmole) of 4-(3-acetyl-5-oxo-2-pyrazolin-1-yl)benzene sulfonamide in 5 ml. of acetic acid was added 1.94 g. (12 mmoles) of FeCl3 and the mixture was heated to 90° for 12 hours. After cooling, the solids were collected by filtration and washed with water and dried. The material was then dissolved in 10 ml. of water and triethylamine and 2 g. of sodium sulfide added. After 2 hours, the mixture was acidified with 6 N hydrochloric acid and the solid collected by centri... The reactants are CC(CC(=O)O)(CC(=O)O)CCC (3-Methyl-3-n-propylglutaric Acid), [NH4+].[OH-] (NH4OH). Reaction conditions: time 4 hour. Product: CC1(CC(=O)NC(C1)=O)CCC (3-Methyl-3-n-propylglutarimide). Yield: 80.0%. Reaction SMILES: [CH3:1][C:2]([CH2:11][CH2:12][CH3:13])([CH2:7][C:8](O)=[O:9])[CH2:3][C:4](O)=[O:5].[NH4+:14].[OH-]>>[CH3:1][C:2]1([CH2:11][CH2:12][CH3:13])[CH2:7][C:8](=[O:9])[NH:14][C:4](=[O:5])[CH2:3]1 |f:1.2|. Procedure details: A 10 g (0.06 mole) quantity of the anhydride prepared in Example 1 was added in small portions to 120 mL conc. NH4OH. After the addition was completed, the mixture was heated to a gentle reflux and stirred for 4 hr. Upon cooling the reaction mixture, a yellow oil precipitated which solidified to a glass. Crystallization of the glass from isopropyl alcohol gave 8 g (80%) of crude product, m.p. 110°-120° C. (literature m.p. 115°-116°, Cf: N. S. Benica and C. O. Wilson, J. Am. Pharm. Assoc., 39, pa... Starting materials: ClC1=CC(=C(C=O)C=C1F)[N+](=O)[O-] (4-chloro-5-fluoro-2-nitrobenzaldehyde), Cl (hydrochloric acid), O (water). The reagents and catalysts are [Fe] (iron). Solvent: CCO (EtOH), CC(=O)O (AcOH). The product is NC1=C(C=O)C=C(C(=C1)Cl)F (2-amino-4-chloro-5-fluorobenzaldehyde). Yield: 89.9%. RXN SMILES: [Cl:1][C:2]1[C:9]([F:10])=[CH:8][C:5]([CH:6]=[O:7])=[C:4]([N+:11]([O-])=O)[CH:3]=1.Cl.O>CCO.CC(O)=O.[Fe]>[NH2:11][C:4]1[CH:3]=[C:2]([Cl:1])[C:9]([F:10])=[CH:8][C:5]=1[CH:6]=[O:7]. Reported procedure: A mixture of 4-chloro-5-fluoro-2-nitrobenzaldehyde (1.50 g, 7.37 mmol), concentrated hydrochloric acid (0.30 ml, 3.68 mmol), and iron (1.32 g, 23.6 mmol) in EtOH (18 mL), AcOH (18 mL), and water (9 mL) was heated to reflux for 30 minutes, then cooled to RT. The resulting suspension was filtered through CELITE™ and the filtrate was then partitioned between EtOAc and water. The layers were separated, the organic layer was washed with saturated aqueous sodium bicarbonate solution, dried over anhydr... Reactants: NC1=C(C=C(C=C1)OC)S (2-amino-5-methoxybenzenethiol), COC1=C(C(=O)O)C=CC(=C1)[N+](=O)[O-] (2-methoxy-4-nitrobenzoic acid). Run in C(Cl)Cl.CO (DCM MeOH). Run at temperature 150 celsius. Product: COC1=C(C=CC(=C1)[N+](=O)[O-])C=1SC2=C(N1)C=CC(=C2)OC (2-(2-Methoxy-4-nitrophenyl)-6-methoxybenzothiazole). The yield is 84.2%. Reaction SMILES: [NH2:1][C:2]1[CH:7]=[CH:6][C:5]([O:8][CH3:9])=[CH:4][C:3]=1[SH:10].[CH3:11][O:12][C:13]1[CH:21]=[C:20]([N+:22]([O-:24])=[O:23])[CH:19]=[CH:18][C:14]=1[C:15](O)=O>C(Cl)Cl.CO>[CH3:11][O:12][C:13]1[CH:21]=[C:20]([N+:22]([O-:24])=[O:23])[CH:19]=[CH:18][C:14]=1[C:15]1[S:10][C:3]2[CH:4]=[C:5]([O:8][CH3:9])[CH:6]=[CH:7][C:2]=2[N:1]=1 |f:2.3|. Reported procedure: A thoroughly mixed paste of 2-amino-5-methoxybenzenethiol (2.0 g, 12.88 mmol) and 2-methoxy-4-nitrobenzoic acid (2.54 g, 12.88 mmol) in trimethylsilylpolyphosphate (10 ml) was stirred and heated at 150° C. under an atmosphere of argon for 30 min. On cooling to room temperature, the reaction mixture was suspended in DCM/MeOH and an orange solid was collected by filtration. The filtrate was washed with 1 M HCl (2×50 ml), sat. NaHCO3 (2×50 ml), brine (70 ml) and dried (Na2SO4). The solvent was remo... The reactants are Nc1ccc(F)cc1, COC(=O)C(=CN)C(=O)c1cc(F)c(F)cc1Cl, O, Cc1ccc(S(=O)(=O)O)cc1. Yields the product COC(=O)C(=CNc1ccc(F)cc1)C(=O)c1cc(F)c(F)cc1Cl. Reaction SMILES: [F:19][c:20]1[cH:21][cH:22][c:23]([NH2:24])[cH:25][cH:26]1.[NH2:1][CH:2]=[C:3]([C:4](=[O:5])[O:6][CH3:7])[C:8]([c:9]1[c:10]([Cl:17])[cH:11][c:12]([F:16])[c:13]([F:15])[cH:14]1)=[O:18].[OH2:38].[c:27]1([CH3:28])[cH:29][cH:30][c:31]([S:32]([OH:33])(=[O:34])=[O:35])[cH:36][cH:37]1>>[NH:1]([CH:2]=[C:3]([C:4](=[O:5])[O:6][CH3:7])[C:8]([c:9]1[c:10]([Cl:17])[cH:11][c:12]([F:16])[c:13]([F:15])[cH:14]1)=[O:18])[c:23]1[cH:22][cH:21][c:20]([F:19])[cH:26][cH:25]1.